This data is from the Open Reaction Database (ORD), a public repository of structured organic reaction records. The task is: describe an organic reaction: reactants, conditions, products, and yield Reactants: C1(CCCC1)N(CC(=O)OC)C1=NC(=NC=C1C=O)SC (Methyl 2-(cyclopentyl(5-formyl-2-(methylthio)pyrimidin-4-yl)amino)acetate), [H-].[Na+] (Sodium hydride), O (water). Solvent: C1=CC=CC=C1 (benzene), CCCCCC (hexane). Conditions: temperature 70 celsius, time 1 hour. Yields the product C1(CCCC1)N1C(=CC2=C1N=C(N=C2)SC)C(=O)OC (Methyl 7-cyclopentyl-2-(methylthio)-7H-pyrrolo[2,3-d]pyrimidine-6-carboxylate). Isolated yield 34.7%. Reaction SMILES: [H-].[Na+].[CH:3]1([N:8]([C:14]2[C:19]([CH:20]=O)=[CH:18][N:17]=[C:16]([S:22][CH3:23])[N:15]=2)[CH2:9][C:10]([O:12][CH3:13])=[O:11])[CH2:7][CH2:6][CH2:5][CH2:4]1.O>CCCCCC.C1C=CC=CC=1>[CH:3]1([N:8]2[C:14]3[N:15]=[C:16]([S:22][CH3:23])[N:17]=[CH:18][C:19]=3[CH:20]=[C:9]2[C:10]([O:12][CH3:13])=[O:11])[CH2:7][CH2:6][CH2:5][CH2:4]1 |f:0.1|. Procedure: Sodium hydride (3.85 g, 167 mmol) (freshly washed with hexane) was added to a solution of compound 226 (12.95 g, 41.9 mmol) in benzene (150 mL). The reaction was stirred at 70° C. After 1 h, the reaction contents were poured into water (300 mL) and extracted with ethyl acetate (2×100 mL). The combined organics were washed with brine, dried over MgSO4, and concentrated in vacuo. Silica gel chromatography (gradient elution 0 to 50% ethyl acetate in hexanes) afforded compound 227 (4.24 g, 34.8% yie... The reactants are CN(C)C=O, COc1cc(CCl)ccc1OCc1nc(-c2ccco2)oc1C, [H-], [Na+], O, CCOP(=O)(CCc1cn(-c2ccccc2)nc1O)OCC. Yields the product CCOP(=O)(CCc1cn(-c2ccccc2)nc1OCc1ccc(OCc2nc(-c3ccco3)oc2C)c(OC)c1)OCC. Reaction SMILES: [CH3:46][N:47]([CH3:48])[CH:49]=[O:50].[Cl:1][CH2:2][c:3]1[cH:4][c:5]([O:22][CH3:23])[c:6]([O:7][CH2:8][c:9]2[n:10][c:11](-[c:15]3[o:16][cH:17][cH:18][cH:19]3)[o:12][c:13]2[CH3:14])[cH:20][cH:21]1.[H-:51].[Na+:52].[OH2:53].[OH:24][c:25]1[n:26][n:27](-[c:40]2[cH:41][cH:42][cH:43][cH:44][cH:45]2)[cH:28][c:29]1[CH2:30][CH2:31][P:32]([O:33][CH2:34][CH3:35])([O:36][CH2:37][CH3:38])=[O:39]>>[CH2:2]([c:3]1[cH:4][c:5]([O:22][CH3:23])[c:6]([O:7][CH2:8][c:9]2[n:10][c:11](-[c:15]3[o:16][cH:17][cH:18][cH:19]3)[o:12][c:13]2[CH3:14])[cH:20][cH:21]1)[O:24][c:25]1[n:26][n:27](-[c:40]2[cH:41][cH:42][cH:43][cH:44][cH:45]2)[cH:28][c:29]1[CH2:30][CH2:31][P:32]([O:33][CH2:34][CH3:35])([O:36][CH2:37][CH3:38])=[O:39]. Reactants: SC=1SC2=C(N1)C=CC=C2 (2-mercaptobenzothiazole), CC(C)([O-])C.[K+] (potassium t-butoxide), ClCC#N (Chloroacetonitrile). Solvent: O1CCCC1 (tetrahydrofuran). Reaction conditions: time 15 minute. Product: C(#N)CSC=1SC2=C(N1)C=CC=C2 (2-Cyanomethylthiobenzothiazole). As a reaction SMILES: [SH:1][C:2]1[S:3][C:4]2[CH:10]=[CH:9][CH:8]=[CH:7][C:5]=2[N:6]=1.CC(C)([O-])C.[K+].Cl[CH2:18][C:19]#[N:20]>O1CCCC1>[C:19]([CH2:18][S:1][C:2]1[S:3][C:4]2[CH:10]=[CH:9][CH:8]=[CH:7][C:5]=2[N:6]=1)#[N:20] |f:1.2|. Procedure details: In a 1 liter flask were combined 33.4 g. (0.2 mole) of 2-mercaptobenzothiazole and 22.4 g. (0.2 mole) of potassium t-butoxide with 300 ml. of tetrahydrofuran. The reaction mass was stirred at room temperature for 15 minutes. Chloroacetonitrile, 16 g. (0.2 mole) was added and the resulting mixture was stirred at room temperature for 1 hour. The mixture was then poured into 400 ml. of benzene and was washed with three 250 ml. portions of water. The benzene phase was dried with anhydrous magnesium ... The reactants are CN(C)c1ccncc1, CCOC(C)=O, CCOP(=O)(OCC)C(N)P(=O)(OCC)OCC, O=S(=O)(Cl)c1ccccc1, c1ccncc1. Yields the product CCOP(=O)(OCC)C(NS(=O)(=O)c1ccccc1)P(=O)(OCC)OCC. RXN SMILES: [CH3:35][N:36]([CH3:37])[c:38]1[cH:39][cH:40][n:41][cH:42][cH:43]1.[CH3:44][CH2:45][O:46][C:47](=[O:48])[CH3:49].[NH2:1][CH:2]([P:3]([O:4][CH2:5][CH3:6])([O:7][CH2:8][CH3:9])=[O:10])[P:11]([O:12][CH2:13][CH3:14])([O:15][CH2:16][CH3:17])=[O:18].[c:19]1([S:25](=[O:26])(=[O:27])[Cl:28])[cH:20][cH:21][cH:22][cH:23][cH:24]1.[cH:29]1[cH:30][cH:31][n:32][cH:33][cH:34]1>>[NH:1]([CH:2]([P:3]([O:4][CH2:5][CH3:6])([O:7][CH2:8][CH3:9])=[O:10])[P:11]([O:12][CH2:13][CH3:14])([O:15][CH2:16][CH3:17])=[O:18])[S:25]([c:19]1[cH:20][cH:21][cH:22][cH:23][cH:24]1)(=[O:26])=[O:27].